This data is from the Open Reaction Database (ORD), a public repository of structured organic reaction records. The task is: describe an organic reaction: reactants, conditions, products, and yield Starting materials: C1COCCN1, CCOC(C)=NNc1ccc([N+](=O)[O-])cc1, Cc1ccccc1. Product: CC(=NNc1ccc([N+](=O)[O-])cc1)N1CCOCC1. RXN SMILES: [CH2:17]1[CH2:18][O:19][CH2:20][CH2:21][NH:22]1.[CH2:1]([O:2][C:4]([CH3:5])=[N:6][NH:7][c:8]1[cH:9][cH:10][c:11]([N+:14](=[O:15])[O-:16])[cH:12][cH:13]1)[CH3:3].[CH3:23][c:24]1[cH:25][cH:26][cH:27][cH:28][cH:29]1>>[C:4]([CH3:5])(=[N:6][NH:7][c:8]1[cH:9][cH:10][c:11]([N+:14](=[O:15])[O-:16])[cH:12][cH:13]1)[N:22]1[CH2:17][CH2:18][O:19][CH2:20][CH2:21]1.